From a dataset of the Open Reaction Database (ORD), a public repository of structured organic reaction records. describe an organic reaction: reactants, conditions, products, and yield The reactants are O=C([O-])[O-], CO, Fc1ccc(S)cc1, [K+], [K+], C[Si](C)(C)C#CC(=Nc1ccccc1)SCC1CC1. The product is Fc1ccc(SC=CC(=Nc2ccccc2)SCC2CC2)cc1. Reaction SMILES: [C:20](=[O:21])([O-:22])[O-:23].[CH3:34][OH:35].[F:26][c:27]1[cH:28][cH:29][c:30]([SH:33])[cH:31][cH:32]1.[K+:24].[K+:25].[c:1]1([N:7]=[C:8]([C:9]#[C:10][Si:11]([CH3:12])([CH3:13])[CH3:14])[S:15][CH2:16][CH:17]2[CH2:18][CH2:19]2)[cH:2][cH:3][cH:4][cH:5][cH:6]1>>[c:1]1([N:7]=[C:8]([CH:9]=[CH:10][S:33][c:30]2[cH:29][cH:28][c:27]([F:26])[cH:32][cH:31]2)[S:15][CH2:16][CH:17]2[CH2:18][CH2:19]2)[cH:2][cH:3][cH:4][cH:5][cH:6]1. Product: C(C)N(CC#CC=O)CC (4-(diethylamino)-2-butynal). Yield: 35.7%. Reactants: C(C)N(CC#CCO)CC (4-diethylamino-2-butyn-1-ol). The solvent is C(Cl)Cl (DCM). Reported procedure: To a solution of 4-diethylamino-2-butyn-1-ol (1.00 g, 7.08 mmol) in anhydrous DCM (60 mL) was added MnO2 (20 g, 230 mmol) portion wise on one hour. The resulting mixture was stirred at rt for two additional hours, then filtered on a bed of Celite. The filtrates were evaporated under reduced pressure to give 352 mg (36%) the title compound as an orange oil (352 mg, 36% yield). 1H NMR (CDCl3) δ: 9.22 (s, 1H), 3.65 (s, 2H), 2.58 (q, J=7.2 Hz, 4H), 1.08 (t, J=7.2 Hz, 6H). As a reaction SMILES: [CH2:1]([N:3]([CH2:9][CH3:10])[CH2:4][C:5]#[C:6][CH2:7][OH:8])[CH3:2]>C(Cl)Cl.O=[Mn]=O>[CH2:1]([N:3]([CH2:9][CH3:10])[CH2:4][C:5]#[C:6][CH:7]=[O:8])[CH3:2]. The reagents and catalysts are O=[Mn]=O (MnO2). Starting materials: C(CC(O)(C(=O)O)CC(=O)O)(=O)O (citric acid), solution, B (borane), C(=O)CC([C@@H](CC(C)C)C(=O)OCC1=CC=CC=C1)(C(=O)OCC1=CC=CC=C1)C(=O)OC(C)(C)C (1,2-dibenzyl 1-tert.butyl 1-(formylmethyl)-4-methyl-1,1,2(R)-pentanetricarboxylate). Solvent: O1CCCC1 (tetrahydrofuran), O1CCCC1 (tetrahydrofuran). Conditions: time 5 minute. Product: OCC([C@@H](CC(C)C)C(=O)OCC1=CC=CC=C1)(C(=O)OCC1=CC=CC=C1)C(=O)OC(C)(C)C (1,2-dibenzyl 1-tert.butyl 1-(hydroxymethyl)-4-methyl-1,1,2(R)-pentanetricarboxylate). RXN SMILES: B.C(C[C:5]([C:31]([O:33][C:34]([CH3:37])([CH3:36])[CH3:35])=[O:32])([C:21]([O:23][CH2:24][C:25]1[CH:30]=[CH:29][CH:28]=[CH:27][CH:26]=1)=[O:22])[C@H:6]([C:11]([O:13][CH2:14][C:15]1[CH:20]=[CH:19][CH:18]=[CH:17][CH:16]=1)=[O:12])[CH2:7][CH:8]([CH3:10])[CH3:9])=O.C(O)(=O)C[C:40](CC(O)=O)(C(O)=O)[OH:41]>O1CCCC1>[OH:41][CH2:40][C:5]([C:31]([O:33][C:34]([CH3:37])([CH3:35])[CH3:36])=[O:32])([C:21]([O:23][CH2:24][C:25]1[CH:26]=[CH:27][CH:28]=[CH:29][CH:30]=1)=[O:22])[C@H:6]([C:11]([O:13][CH2:14][C:15]1[CH:20]=[CH:19][CH:18]=[CH:17][CH:16]=1)=[O:12])[CH2:7][CH:8]([CH3:10])[CH3:9]. Procedure: 8.2 ml of a 1M solution of borane in tetrahydrofuran was added to a solution of 4.055 g of 1,2-dibenzyl 1-tert.butyl 1-(formylmethyl)-4-methyl-1,1,2(R)-pentanetricarboxylate in 40 ml of dry tetrahydrofuran. After stirring for 5 minutes, the mixture was acidified with 5% aqueous citric acid solution and was extracted twice with ethyl acetate. The combined extracts were washed with saturated sodium chloride solution, dried over anhydrous magnesium sulfate and evaporate. The residue was purified by...